From a dataset of the Open Reaction Database (ORD), a public repository of structured organic reaction records. describe an organic reaction: reactants, conditions, products, and yield The reactants are 20, intermediate 19, OC(C=1C=C2CCC(NC2=CC1)=O)C1=CC=CC=C1 (3,4-dihydro-6-(hydroxyphenylmethyl)-2(1H)-quinolinone), Br (hydrobromic acid). Solvent: C(C)(=O)O (acetic acid). Reaction conditions: time 8 hour. The product is 23, O.O.Br.BrC(C=1C=C2CCC(NC2=CC1)=O)C1=CC=CC=C1 (6-[bromophenylmethyl]-3,4-dihydro-2(1H)-quinolinone hydrobromide dihydrate). The yield is 67.2%. Reaction SMILES: [OH:1][CH:2]([C:14]1[CH:19]=[CH:18][CH:17]=[CH:16][CH:15]=1)[C:3]1[CH:4]=[C:5]2[C:10](=[CH:11][CH:12]=1)[NH:9][C:8](=[O:13])[CH2:7][CH2:6]2.[BrH:20]>C(O)(=O)C>[OH2:1].[OH2:1].[BrH:20].[Br:20][CH:2]([C:14]1[CH:19]=[CH:18][CH:17]=[CH:16][CH:15]=1)[C:3]1[CH:4]=[C:5]2[C:10](=[CH:11][CH:12]=1)[NH:9][C:8](=[O:13])[CH2:7][CH2:6]2 |f:3.4.5.6|. Procedure: A mixture of 20 parts of intermediate 19, namely 3,4-dihydro-6-(hydroxyphenylmethyl)-2(1H)-quinolinone and 355 parts of a solution of hydrobromic acid in acetic acid 30% was stirred overnight at room temperature. The reaction mixture was evaporated and the residue was stirred in ethyl acetate. The product was filtered off, washed with ethyl acetate and 2,2'-oxybispropane and dried in vacuo at 35° C., yielding 23 parts (67.2%) of 6-[bromophenylmethyl]-3,4-dihydro-2(1H)-quinolinone hydrobromide di...